Dataset: the Open Reaction Database (ORD), a public repository of structured organic reaction records. Task: describe an organic reaction: reactants, conditions, products, and yield Reactants: Brc1nnc(Br)c2ccccc12, O=C([O-])[O-], CN(C(=O)OC(C)(C)C)C1CCNCC1, CN1CCCC1=O, [K+], [K+], O. The product is CN(C(=O)OC(C)(C)C)C1CCN(c2nnc(Br)c3ccccc23)CC1. RXN SMILES: [Br:1][c:2]1[n:3][n:4][c:5]([Br:12])[c:6]2[cH:7][cH:8][cH:9][cH:10][c:11]12.[C:20](=[O:21])([O-:22])[O-:23].[C:26]([CH3:27])([CH3:28])([CH3:29])[O:30][C:31]([N:32]([CH:33]1[CH2:34][CH2:35][NH:36][CH2:37][CH2:38]1)[CH3:39])=[O:40].[CH3:13][N:14]1[CH2:15][CH2:16][CH2:17][C:18]1=[O:19].[K+:24].[K+:25].[OH2:41]>>[c:2]1([N:36]2[CH2:35][CH2:34][CH:33]([N:32]([C:31]([O:30][C:26]([CH3:27])([CH3:28])[CH3:29])=[O:40])[CH3:39])[CH2:38][CH2:37]2)[n:3][n:4][c:5]([Br:12])[c:6]2[cH:7][cH:8][cH:9][cH:10][c:11]12. Reactants: CC(=O)OC(C)=O, ClCCl, COc1cccc(C2C=C(c3cc(F)ccc3F)CCN2)c1, O. Product: COc1cccc(C2C=C(c3cc(F)ccc3F)CCN2C(C)=O)c1. As a reaction SMILES: [CH3:26][C:27](=[O:28])[O:29][C:30](=[O:31])[CH3:32].[Cl:23][CH2:24][Cl:25].[F:1][c:2]1[c:3]([C:9]2=[CH:14][CH:13]([c:15]3[cH:16][c:17]([O:21][CH3:22])[cH:18][cH:19][cH:20]3)[NH:12][CH2:11][CH2:10]2)[cH:4][c:5]([F:8])[cH:6][cH:7]1.[OH2:33]>>[F:1][c:2]1[c:3]([C:9]2=[CH:14][CH:13]([c:15]3[cH:16][c:17]([O:21][CH3:22])[cH:18][cH:19][cH:20]3)[N:12]([C:27]([CH3:26])=[O:28])[CH2:11][CH2:10]2)[cH:4][c:5]([F:8])[cH:6][cH:7]1. Reactants: FC1=C(N)C=CC(=C1F)F (2,3,4-trifluoroaniline), C([O-])([O-])=O.[K+].[K+] (potassium carbonate), CS(=O)(=O)O[C@@H](C(=O)OC)C (methyl (2R)-2-[(methanesulfonyl)oxy]propionate). Reagents/catalysts: [Cl-].C(CCCCC)[N+](CCCCCC)(CCCCCC)CCCCCC (tetrahexylammonium chloride). Yields the product FC1=C(N[C@H](C(=O)OC)C)C=CC(=C1F)F (Methyl (2S)-2-(2,3,4-trifluoroanilino)propionate). As a reaction SMILES: [F:1][C:2]1[C:8]([F:9])=[C:7]([F:10])[CH:6]=[CH:5][C:3]=1[NH2:4].C(=O)([O-])[O-].[K+].[K+].CS(O[C@H:22]([CH3:27])[C:23]([O:25][CH3:26])=[O:24])(=O)=O>[Cl-].C([N+](CCCCCC)(CCCCCC)CCCCCC)CCCCC>[F:1][C:2]1[C:8]([F:9])=[C:7]([F:10])[CH:6]=[CH:5][C:3]=1[NH:4][C@@H:22]([CH3:27])[C:23]([O:25][CH3:26])=[O:24] |f:1.2.3,5.6|. Reported procedure: In accordance with the process of Example 2, a condensation reaction was performed by using 2,3,4-trifluoroaniline (100 mg), potassium carbonate (188 mg), methyl (2R)-2-[(methanesulfonyl)oxy]propionate (78 mg) and tetrahexylammonium chloride (40 mg) to give the title compound as an oily substance. As the result of the analysis by reversed phase HPLC with the use of the compound of Example 1 as a specimen, the product corresponded to 38 mg (24%) of the title compound. Starting materials: CC(C)(C)N(C([O-])=O)C(C(=O)NC=1C=NC(=CC1)OC1=C(C=CC=C1C)C)(C)C (1,1-dimethylethyl[2-({6-[(2,6-dimethylphenyl)oxy]-3-pyridinyl}amino)-1,1-dimethyl-2-oxoethyl]carbamate), CC(C)(C)N(C([O-])=O)C(C(=O)NC=1C=NC(=CC1)OC1=C(C=CC=C1C)C)(C)C (1,1-dimethylethyl[2-({6-[(2,6-dimethylphenyl)oxy]-3-pyridinyl}amino)-1,1-dimethyl-2-oxoethyl]carbamate), FC(C(=O)O)(F)F (Trifluoroacetic acid). The solvent is ClCCl (dichloromethane). Conditions: time 20 minute. Product: CC1=C(C(=CC=C1)C)OC1=CC=C(C=N1)NC(C(N)(C)C)=O (N1-{6-[(2,6-dimethylphenyl)oxy]-3-pyridinyl}-2-methylalaninamide). Reaction SMILES: FC(F)(F)C(O)=O.CC([N:12]([C:16]([CH3:36])([CH3:35])[C:17]([NH:19][C:20]1[CH:21]=[N:22][C:23]([O:26][C:27]2[C:32]([CH3:33])=[CH:31][CH:30]=[CH:29][C:28]=2[CH3:34])=[CH:24][CH:25]=1)=[O:18])C(=O)[O-])(C)C>ClCCl>[CH3:33][C:32]1[CH:31]=[CH:30][CH:29]=[C:28]([CH3:34])[C:27]=1[O:26][C:23]1[N:22]=[CH:21][C:20]([NH:19][C:17](=[O:18])[C:16]([CH3:35])([CH3:36])[NH2:12])=[CH:25][CH:24]=1. Procedure: In a 50 mL round-bottomed flask 1,1-dimethylethyl[2-({6-[(2,6-dimethylphenyl)oxy]-3-pyridinyl}amino)-1,1-dimethyl-2-oxoethyl]carbamate (Intermediate 79, 202.1 mg) was dissolved in dichloromethane (2 mL) to give a pale yellow solution. Trifluoroacetic acid (2 mL, 26.0 mmol) was added. The reaction mixture was stirred at room temperature for 20 minutes. The solvent was evaporated under vacuum to afford a yellow oil which was charged on a 5 g SCX cartridge. It was then flushed with 25 mL of MeOH fo... Starting materials: C([O-])(O)=O.[Na+] (sodium bicarbonate), NCC(C1=CC=CC=C1)SC[C@@H](NC(=O)OC(C)(C)C)C(=O)OC (methyl S-(2-amino-1-phenylethyl)-N-(tert-butoxycarbonyl)-D-cysteinate), C(#N)[BH3-].[Na+] (sodium cyanoborohydride), C(C)(=O)O (acetic acid). Run in CO (methanol). Run at time 15 minute. The product is C(C)(C)(C)OC(=O)N[C@H](CSC(CNCC1CC1)C1=CC=CC=C1)C(=O)OC (Methyl N-(tert-butoxycarbonyl)-S-{2-[(cyclopropylmethyl)amino]-1-phenylethyl}-D-cysteinate). RXN SMILES: N[CH2:2][CH:3]([S:10][CH2:11][C@H:12]([C:21]([O:23][CH3:24])=[O:22])[NH:13][C:14]([O:16][C:17]([CH3:20])([CH3:19])[CH3:18])=[O:15])[C:4]1[CH:9]=[CH:8][CH:7]=[CH:6][CH:5]=1.[C:25](O)(=O)[CH3:26].[C:29]([BH3-])#[N:30].[Na+].[C:33](=O)(O)[O-].[Na+]>CO>[C:17]([O:16][C:14]([NH:13][C@@H:12]([C:21]([O:23][CH3:24])=[O:22])[CH2:11][S:10][CH:3]([C:4]1[CH:9]=[CH:8][CH:7]=[CH:6][CH:5]=1)[CH2:2][NH:30][CH2:29][CH:26]1[CH2:25][CH2:33]1)=[O:15])([CH3:20])([CH3:19])[CH3:18] |f:2.3,4.5|. Reported procedure: Cyclopropanecarboxaldheyde (104 mg, 1.48 mmol) was added to a solution of methyl S-(2-amino-1-phenylethyl)-N-(tert-butoxycarbonyl)-D-cysteinate (583 mg, 1.65 mmol) in methanol (25 mL) adjusted to pH 6 with acetic acid. After 15 min, sodium cyanoborohydride (155 mg, 2.47 mmol) was added. After an additional 1 h, saturated aqueous sodium bicarbonate was added and the mixture was extracted with dichlormethane (2×). The combined organic extracts were dried over magnesium sulfate, filtered, and conce...